From a dataset of the Open Reaction Database (ORD), a public repository of structured organic reaction records. describe an organic reaction: reactants, conditions, products, and yield The reactants are COC1=CC=C(CN(C(OCC2=CC=CC=C2)=O)[C@H](C=O)C)C=C1 ((S)-benzyl 4-methoxybenzyl(1-oxopropan-2-yl)carbamate), BrCC(=C)C (3-bromo-2-methylprop-1-ene). The product is OC(C(C)N(C(OCC1=CC=CC=C1)=O)CC1=CC=C(C=C1)OC)CC(=C)C (Benzyl (3-hydroxy-5-methylhex-5-en-2-yl)(4-methoxybenzyl)carbamate). RXN SMILES: [CH3:1][O:2][C:3]1[CH:24]=[CH:23][C:6]([CH2:7][N:8]([C@@H:19]([CH3:22])[CH:20]=[O:21])[C:9](=[O:18])[O:10][CH2:11][C:12]2[CH:17]=[CH:16][CH:15]=[CH:14][CH:13]=2)=[CH:5][CH:4]=1.Br[CH2:26][C:27]([CH3:29])=[CH2:28]>>[OH:21][CH:20]([CH2:28][C:27]([CH3:29])=[CH2:26])[CH:19]([N:8]([CH2:7][C:6]1[CH:5]=[CH:4][C:3]([O:2][CH3:1])=[CH:24][CH:23]=1)[C:9](=[O:18])[O:10][CH2:11][C:12]1[CH:17]=[CH:16][CH:15]=[CH:14][CH:13]=1)[CH3:22]. Reported procedure: The title compound was prepared in analogy to the procedure described for step 23.7 from (S)-benzyl 4-methoxybenzyl(1-oxopropan-2-yl)carbamate and 3-bromo-2-methylprop-1-ene to afford the title compound as a 3:1 mixture of (2S,3R)- and (2S,3S)-diastereomer: tR=1.322 min (major isomer) and 1.329 min (minor isomer) (UPLC 1); tR=1.23 min (major isomer) and 1.24 min (minor isomer) (LC-MS 3); ESI-MS: 384 [M+H]+ (LC-MS 3). Starting materials: CC(C)Cn1c(CNC(=O)OC(C)(C)C)c(-c2ccccc2F)c2cc(C(=O)O)ccc2c1=O, CCN=C=NCCCN(C)C, CN(C)C=O, Cl, [NH4+], O, On1nnc2ccccc21. The product is CC(C)Cn1c(CNC(=O)OC(C)(C)C)c(-c2ccccc2F)c2cc(C(N)=O)ccc2c1=O. As a reaction SMILES: [C:1]([CH3:2])([CH3:3])([CH3:4])[O:5][C:6](=[O:7])[NH:8][CH2:9][c:10]1[n:11]([CH2:31][CH:32]([CH3:33])[CH3:34])[c:12](=[O:30])[c:13]2[cH:14][cH:15][c:16]([C:27](=[O:28])[OH:29])[cH:17][c:18]2[c:19]1-[c:20]1[c:21]([F:26])[cH:22][cH:23][cH:24][cH:25]1.[CH2:36]([N:38]=[C:37]=[N:39][CH2:40][CH2:41][CH2:42][N:43]([CH3:44])[CH3:45])[CH3:46].[CH3:59][N:60]([CH3:61])[CH:62]=[O:63].[ClH:35].[NH4+:47].[OH2:58].[OH:48][n:49]1[c:50]2[cH:51][cH:52][cH:53][cH:54][c:55]2[n:56][n:57]1>>[C:1]([CH3:2])([CH3:3])([CH3:4])[O:5][C:6](=[O:7])[NH:8][CH2:9][c:10]1[n:11]([CH2:31][CH:32]([CH3:33])[CH3:34])[c:12](=[O:30])[c:13]2[cH:14][cH:15][c:16]([C:27](=[O:28])[NH2:38])[cH:17][c:18]2[c:19]1-[c:20]1[c:21]([F:26])[cH:22][cH:23][cH:24][cH:25]1. Reactants: ClCC(=O)C1=CC=C(C=C1)CC(=O)OCC (ethyl 4-(chloroacetyl)phenylacetate), C(C)O (ethanol), NC1=NC=CC=N1 (2-aminopyrimidine). Run in C1=CC=CC=C1 (benzene). Product: N=1C(=CN2C1N=CC=C2)C2=CC=C(C=C2)CC(=O)OCC (ethyl 4-(imidazo[1,2-a]-pyrimidine-2-yl)phenylacetate). Yield: 46.3%. RXN SMILES: Cl[CH2:2][C:3]([C:5]1[CH:10]=[CH:9][C:8]([CH2:11][C:12]([O:14][CH2:15][CH3:16])=[O:13])=[CH:7][CH:6]=1)=O.C(O)C.[NH2:20][C:21]1[N:26]=[CH:25][CH:24]=[CH:23][N:22]=1>C1C=CC=CC=1>[N:20]1[C:3]([C:5]2[CH:10]=[CH:9][C:8]([CH2:11][C:12]([O:14][CH2:15][CH3:16])=[O:13])=[CH:7][CH:6]=2)=[CH:2][N:22]2[CH:23]=[CH:24][CH:25]=[N:26][C:21]=12. Procedure details: A mixture of 48 g of ethyl 4-(chloroacetyl)phenylacetate, 100 ml of ethanol and 38 g of 2-aminopyrimidine is heated under reflux for 3 hours. The ethanol is distilled off under reduced pressure, and water is added to the residue. The mixture is extracted with ethyl acetate, and the extract is washed with water, dried and concentrated to give a brown oil. To the oil is added benzene, and the crystalline precipitate is filtered off and recrystallized from ethyl acetate to give 26 g of ethyl 4-(imi... Starting materials: C(\C=C\CCCCCCC)(=O)O (trans-2-decenoic acid), C(CCC)N (butylamine). The product is C(CCC)NC(\C=C\CCCCCCC)=O ((E)-N-butyl dec-2-enamide). RXN SMILES: [C:1]([OH:12])(=O)/[CH:2]=[CH:3]/[CH2:4][CH2:5][CH2:6][CH2:7][CH2:8][CH2:9][CH3:10].[CH2:13]([NH2:17])[CH2:14][CH2:15][CH3:16]>>[CH2:13]([NH:17][C:1](=[O:12])/[CH:2]=[CH:3]/[CH2:4][CH2:5][CH2:6][CH2:7][CH2:8][CH2:9][CH3:10])[CH2:14][CH2:15][CH3:16]. Reported procedure: The same operation as in Example 1-1 or 1-2 was carried out using trans-2-decenoic acid and butylamine as starting materials to give the aimed compound. Starting materials: COc1cccc(N)c1, ClCCl, O=[N+]([O-])c1ccc(O)cc1F. Product: COc1cccc(Nc2cc(O)ccc2[N+](=O)[O-])c1. As a reaction SMILES: [CH3:12][O:13][c:14]1[cH:15][c:16]([NH2:20])[cH:17][cH:18][cH:19]1.[Cl:21][CH2:22][Cl:23].[F:1][c:2]1[cH:3][c:4]([OH:11])[cH:5][cH:6][c:7]1[N+:8](=[O:9])[O-:10]>>[c:2]1([NH:20][c:16]2[cH:15][c:14]([O:13][CH3:12])[cH:19][cH:18][cH:17]2)[cH:3][c:4]([OH:11])[cH:5][cH:6][c:7]1[N+:8](=[O:9])[O-:10]. Reactants: C(C)(C)(C)OC1=CC=C(C=C1)C[C@@H](C(NCCNC1=CC=C(C=C1)OC)=O)NC(C1=CC(=CC=C1)C)=O ((S)-N-{2-(4-tert-Butoxy-phenyl)-1-[2-(4-methoxy-phenylamino)-ethylcarbamoyl]-ethyl}-3-methyl-benzamide). Run in C(Cl)Cl (DCM). Run at time 1 hour. Yields the product OC1=CC=C(C=C1)C[C@@H](C(NCCNC1=CC=C(C=C1)OC)=O)NC(C1=CC(=CC=C1)C)=O ((S)-N-{2-(4-Hydroxy-phenyl)-1-[2-(4-methoxy-phenylamino)-ethylcarbamoyl]-ethyl}-3-methyl-benzamide). The yield is 90.0%. Reaction SMILES: C([O:5][C:6]1[CH:11]=[CH:10][C:9]([CH2:12][C@H:13]([NH:28][C:29](=[O:37])[C:30]2[CH:35]=[CH:34][CH:33]=[C:32]([CH3:36])[CH:31]=2)[C:14](=[O:27])[NH:15][CH2:16][CH2:17][NH:18][C:19]2[CH:24]=[CH:23][C:22]([O:25][CH3:26])=[CH:21][CH:20]=2)=[CH:8][CH:7]=1)(C)(C)C>C(Cl)Cl>[OH:5][C:6]1[CH:11]=[CH:10][C:9]([CH2:12][C@H:13]([NH:28][C:29](=[O:37])[C:30]2[CH:35]=[CH:34][CH:33]=[C:32]([CH3:36])[CH:31]=2)[C:14](=[O:27])[NH:15][CH2:16][CH2:17][NH:18][C:19]2[CH:24]=[CH:23][C:22]([O:25][CH3:26])=[CH:21][CH:20]=2)=[CH:8][CH:7]=1. Reported procedure: O-t-Butyl-L-tyrosine 1 (2.00 g, 7.8 mmol) was dissolved in H2O (10 mL) containing equimolar amounts of NaOH (0.31 g, 7.8 mmol). The solution was cooled to 0° C., then m-toluoyl chloride (1.04 mL, 7.8 mmol) was added dropwise under vigorous stirring. The mixture was allowed to warm to room temperature and stirred for approx. 2 h. After acidification with 0.25 M phosphate buffer (pH 6.2), the product was extracted from the reaction mixture three times with EtOAc. The combined organic layers were d... Reagents/catalysts: CN(C1=CC=NC=C1)C (4-dimethylaminopyridine). Reaction conditions: time 3 hour. Reported procedure: To a solution of 3-bromobut-3-en-1-ol (ACROS, 15.18 g, 100.53 mmol) in DCM (300 mL) at room temperature was added imidazole (8.90 g, 130.69 mmol), 4-dimethylaminopyridine (2.456 g, 20.11 mmol) and tert-butyldimethylsilyl chloride (16.67 g, 110.58 mmol). The reaction mixture was stirred at room temperature for 3 hours, then filtered to remove solids and washed with brine. The organics were dried over magnesium sulfate, filtered and concentrated. Silica gel chromatography (0%-15% ethyl acetate/hex... The reactants are BrC(CCO)=C (3-bromobut-3-en-1-ol), N1C=NC=C1 (imidazole), [Si](C)(C)(C(C)(C)C)Cl (tert-butyldimethylsilyl chloride). The product is ethyl acetate hexanes, BrC(CCO[Si](C)(C)C(C)(C)C)=C (((3-bromobut-3-en-1-yl)oxy)(tert-butyl)dimethylsilane). As a reaction SMILES: [Br:1][C:2](=[CH2:6])[CH2:3][CH2:4][OH:5].N1C=CN=C1.[Si:12](Cl)([C:15]([CH3:18])([CH3:17])[CH3:16])([CH3:14])[CH3:13]>C(Cl)Cl.CN(C)C1C=CN=CC=1>[Br:1][C:2](=[CH2:6])[CH2:3][CH2:4][O:5][Si:12]([C:15]([CH3:18])([CH3:17])[CH3:16])([CH3:14])[CH3:13]. Yield: 92.5%. Solvent: C(Cl)Cl (DCM). The reactants are CN1C=NC=C1 (1-methylimidazole), C(CCCCCCC)Br (n-octyl bromide). The solvent is C(C)O (ethanol). Product: [Br-].C(CCCCCCC)[N+]1=CN(C=C1)C (1-n-octyl-3-methyl-imidazolium bromide). Isolated yield 90.8%. Reaction SMILES: [CH3:1][N:2]1[CH:6]=[CH:5][N:4]=[CH:3]1.[CH2:7]([Br:15])[CH2:8][CH2:9][CH2:10][CH2:11][CH2:12][CH2:13][CH3:14]>C(O)C>[Br-:15].[CH2:7]([N+:4]1[CH:5]=[CH:6][N:2]([CH3:1])[CH:3]=1)[CH2:8][CH2:9][CH2:10][CH2:11][CH2:12][CH2:13][CH3:14] |f:3.4|. Procedure: 1 mole of 1-methylimidazole was dissolved in 400 ml of ethanol and 1.2 moles of n-octyl bromide were added. The mixture was then heated to the boiling point for 5 hours. Thereafter, ethanol and excess n-octyl bromide were removed. The residue was purified in ether. In this manner, 250 g of 1-n-octyl-3-methyl-imidazolium bromide were obtained.